describe an organic reaction: reactants, conditions, products, and yield From a dataset of the Open Reaction Database (ORD), a public repository of structured organic reaction records. Starting materials: O=C1CCC(=O)N1Br, Br, ClCCl, CS(=O)(=O)c1ccc(C(CC2CCCC2)C(=O)O)cc1Cl, Nc1ncc(Br)s1, O, c1ccc(P(c2ccccc2)c2ccccc2)cc1, c1ccncc1. The product is CS(=O)(=O)c1ccc(C(CC2CCCC2)C(=O)Nc2ncc(Br)s2)cc1Cl. As a reaction SMILES: [Br:20][N:21]1[C:22](=[O:23])[CH2:24][CH2:25][C:26]1=[O:27].[BrH:49].[CH2:63]([Cl:64])[Cl:65].[Cl:28][c:29]1[cH:30][c:31]([CH:39]([C:40](=[O:41])[OH:42])[CH2:43][CH:44]2[CH2:45][CH2:46][CH2:47][CH2:48]2)[cH:32][cH:33][c:34]1[S:35](=[O:36])(=[O:37])[CH3:38].[NH2:50][c:51]1[s:52][c:53]([Br:56])[cH:54][n:55]1.[OH2:66].[c:1]1([P:2]([c:3]2[cH:4][cH:5][cH:6][cH:7][cH:8]2)[c:9]2[cH:10][cH:11][cH:12][cH:13][cH:14]2)[cH:15][cH:16][cH:17][cH:18][cH:19]1.[cH:57]1[cH:58][cH:59][n:60][cH:61][cH:62]1>>[Cl:28][c:29]1[cH:30][c:31]([CH:39]([C:40](=[O:42])[NH:50][c:51]2[s:52][c:53]([Br:56])[cH:54][n:55]2)[CH2:43][CH:44]2[CH2:45][CH2:46][CH2:47][CH2:48]2)[cH:32][cH:33][c:34]1[S:35](=[O:36])(=[O:37])[CH3:38]. Starting materials: C1(=CC=C(C=C1)S(=O)(=O)OC[C@H]1OC(O[C@@H]1CO)(C)C)C ((4R,5R)-[5-hydroxymethyl-2,2-dimethyl-1,3-dioxolan-4-yl]methyl p-toluenesulfonate), Grignard reagent, C(C)Br (ethyl bromide), [Mg] (magnesium), [Cl-].[NH4+] (ammonium chloride), N (ammonia). The reagents and catalysts are [Cu]Br.CSC (copper(I) bromide dimethyl sulfide). Run in O1CCCC1 (tetrahydrofuran), C(C)OCC (diethyl ether). Reaction conditions: temperature 0 celsius, time 4 hour. The product is CC1(O[C@@H]([C@H](O1)CO)CCC)C ((4R, 5R)-(2,2-Dimethyl-5-propyl-1,3-dioxolan-4-yl)methanol). Yield: 83.3%. RXN SMILES: [CH2:1](Br)[CH3:2].[Mg].C1(C)C=CC(S(O[CH2:15][C@@H:16]2[C@@H:20]([CH2:21][OH:22])[O:19][C:18]([CH3:24])([CH3:23])[O:17]2)(=O)=O)=CC=1.[Cl-].[NH4+].N>C(OCC)C.O1CCCC1.[Cu]Br.CSC>[CH3:24][C:18]1([CH3:23])[O:19][C@H:20]([CH2:21][OH:22])[C@@H:16]([CH2:15][CH2:1][CH3:2])[O:17]1 |f:3.4,8.9|. Reported procedure: 3.29 g (16 mmol) of copper(I) bromide/dimethyl sulfide and a Grignard reagent, prepared from 3.92 g (36 mmol) of ethyl bromide and 1.3 g (54 mmol) of magnesium in 60 ml of diethyl ether, were added in succession to a stirred solution of (4R,5R)-[5-hydroxymethyl-2,2-dimethyl-1,3-dioxolan-4-yl]methyl p-toluenesulfonate (4.62 g, 14.6 mmol) in 60 ml of tetrahydrofuran at -40° C. under argon. After stirring at 0° C. for 4 hours, the mixture was poured into a mixture of 200 ml of saturated aqueous amm... The reactants are COC(=O)[C@H]1NC[C@@H](C1)S(=O)(=O)C1=C(C=CC=C1)Cl ((2S,4R)-4-(2-chloro-benzenesulfonyl)-pyrrolidine-2-carboxylic acid methyl ester), C(CC(=O)C)(=O)OC(C)(C)C (tert-butyl acetoacetate). Yields the product COC(=O)[C@H]1N(C[C@@H](C1)S(=O)(=O)C1=C(C=CC=C1)Cl)C(CC(C)=O)=O ((2S,4R)-4-(2-chloro-benzenesulfonyl)-1-(3-oxo-butyryl)-pyrrolidine-2-carboxylic acid Methyl Ester). RXN SMILES: [CH3:1][O:2][C:3]([C@@H:5]1[CH2:9][C@@H:8]([S:10]([C:13]2[CH:18]=[CH:17][CH:16]=[CH:15][C:14]=2[Cl:19])(=[O:12])=[O:11])[CH2:7][NH:6]1)=[O:4].[C:20](OC(C)(C)C)(=[O:25])[CH2:21][C:22]([CH3:24])=[O:23]>>[CH3:1][O:2][C:3]([C@@H:5]1[CH2:9][C@@H:8]([S:10]([C:13]2[CH:18]=[CH:17][CH:16]=[CH:15][C:14]=2[Cl:19])(=[O:11])=[O:12])[CH2:7][N:6]1[C:20](=[O:25])[CH2:21][C:22](=[O:23])[CH3:24])=[O:4]. Procedure: In analogy to the procedure described in example 192f, (2S,4R)-4-(2-chloro-benzenesulfonyl)-pyrrolidine-2-carboxylic acid methyl ester was reacted with tert-butyl acetoacetate to give the title compound as yellow solid. Starting materials: CNCC1OCc2c(F)cc(Br)cc2O1, CS(=O)[O-], CS(C)=O, I[Cu]I, [Na+], O=C(O)C1CCCN1. Product: CNCC1OCc2c(F)cc(S(C)(=O)=O)cc2O1. Reaction SMILES: [Br:1][c:2]1[cH:3][c:4]([F:15])[c:5]2[c:6]([cH:14]1)[O:7][CH:8]([CH2:11][NH:12][CH3:13])[O:9][CH2:10]2.[CH3:16][S:17](=[O:18])[O-:19].[CH3:32][S:33]([CH3:34])=[O:35].[Cu:29]([I:30])[I:31].[Na+:20].[OH:21][C:22]([CH:23]1[NH:24][CH2:25][CH2:26][CH2:27]1)=[O:28]>>[c:2]1([S:17]([CH3:16])(=[O:18])=[O:19])[cH:3][c:4]([F:15])[c:5]2[c:6]([cH:14]1)[O:7][CH:8]([CH2:11][NH:12][CH3:13])[O:9][CH2:10]2. Starting materials: C(C1=CC=CC=C1)O[C@H]1C(=O)O[C@@H]([C@H]([C@@H]1OCC1=CC=CC=C1)OCC1=CC=CC=C1)COCC1=CC=CC=C1 (2,3,4,6-tetra-O-benzyl-D-(+)-glucono-1,5-lactone), C(CCC)[Li] (n-butyl lithium), FC1=C(C=CC=C1)C (2-fluorotoluene), CC(C)([O-])C.[K+] (potassium t-butoxide), aqueous solution, Cl (hydrochloric acid). Run in C1CCOC1 (THF), C1CCOC1 (THF), CCCCCC (n-hexane). Reaction conditions: time 1.5 hour. The product is C(C1=CC=CC=C1)O[C@H]1[C@@H](O[C@@H]([C@H]([C@@H]1OCC1=CC=CC=C1)OCC1=CC=CC=C1)COCC1=CC=CC=C1)C1=C(C(=CC=C1)C)F ((1S)-1,5-anhydro-2,3,4,6-tetra-O-benzyl-1-(2-fluoro-3-methylphenyl)-D-glucitol). Reaction SMILES: [CH2:1]([Li])CCC.[F:6][C:7]1[CH:12]=[CH:11][CH:10]=[CH:9][C:8]=1[CH3:13].CC(C)([O-])C.[K+].[CH2:20]([O:27][C@@H:28]1[C@@H:34]([O:35][CH2:36][C:37]2[CH:42]=[CH:41][CH:40]=[CH:39][CH:38]=2)[C@H:33]([O:43][CH2:44][C:45]2[CH:50]=[CH:49][CH:48]=[CH:47][CH:46]=2)[C@@H:32]([CH2:51][O:52][CH2:53][C:54]2[CH:59]=[CH:58][CH:57]=[CH:56][CH:55]=2)[O:31]C1=O)[C:21]1[CH:26]=[CH:25][CH:24]=[CH:23][CH:22]=1.Cl>C1COCC1.CCCCCC>[CH2:20]([O:27][C@@H:28]1[C@@H:34]([O:35][CH2:36][C:37]2[CH:38]=[CH:39][CH:40]=[CH:41][CH:42]=2)[C@H:33]([O:43][CH2:44][C:45]2[CH:46]=[CH:47][CH:48]=[CH:49][CH:50]=2)[C@@H:32]([CH2:51][O:52][CH2:53][C:54]2[CH:55]=[CH:56][CH:57]=[CH:58][CH:59]=2)[O:31][C@H:13]1[C:8]1[CH:9]=[CH:10][CH:11]=[C:12]([CH3:1])[C:7]=1[F:6])[C:21]1[CH:22]=[CH:23][CH:24]=[CH:25][CH:26]=1 |f:2.3|. Procedure details: A 1.56 M n-hexane solution of n-butyl lithium (3.57 ml) and 2-fluorotoluene (0.66 ml) were added in that order to a suspension of potassium t-butoxide (625 mg) in THF (11 ml) at −78° C. and the mixture was stirred at the same temperature for 1.5 hours. A solution of 2,3,4,6-tetra-O-benzyl-D-(+)-glucono-1,5-lactone (3.00 g) in THF (10 ml) was added dropwise to the reaction mixture and the mixture was stirred at the same temperature for 30 minutes. After the addition of a 1 M aqueous solution of h... Starting materials: O=C([O-])O, ClCCCl, CC(C)(C)OC(=O)N(C(=O)OC(C)(C)C)c1nc(C(=O)O)c[nH]1, N#Cc1cc(Cl)cc(Oc2c(Cl)ccc(CN)c2F)c1, [Na+], CN(C)C=O, On1nnc2ccccc21. Yields the product CC(C)(C)OC(=O)N(C(=O)OC(C)(C)C)c1nc(C(=O)NCc2ccc(Cl)c(Oc3cc(Cl)cc(C#N)c3)c2F)c[nH]1. As a reaction SMILES: [C:58](=[O:59])([OH:60])[O-:61].[CH2:1]([Cl:2])[CH2:3][Cl:4].[CH3:35][C:36]([CH3:37])([CH3:38])[O:39][C:40](=[O:41])[N:42]([c:43]1[nH:44][cH:45][c:46]([C:48](=[O:49])[OH:50])[n:47]1)[C:51](=[O:52])[O:53][C:54]([CH3:55])([CH3:56])[CH3:57].[NH2:15][CH2:16][c:17]1[c:18]([F:34])[c:19]([O:24][c:25]2[cH:26][c:27]([C:28]#[N:29])[cH:30][c:31]([Cl:33])[cH:32]2)[c:20]([Cl:23])[cH:21][cH:22]1.[Na+:62].[O:63]=[CH:64][N:65]([CH3:66])[CH3:67].[OH:5][n:6]1[c:7]2[c:8]([cH:9][cH:10][cH:11][cH:12]2)[n:13][n:14]1>>[NH:15]([CH2:16][c:17]1[c:18]([F:34])[c:19]([O:24][c:25]2[cH:26][c:27]([C:28]#[N:29])[cH:30][c:31]([Cl:33])[cH:32]2)[c:20]([Cl:23])[cH:21][cH:22]1)[C:48]([c:46]1[cH:45][nH:44][c:43]([N:42]([C:40]([O:39][C:36]([CH3:35])([CH3:37])[CH3:38])=[O:41])[C:51](=[O:52])[O:53][C:54]([CH3:55])([CH3:56])[CH3:57])[n:47]1)=[O:49]. Starting materials: CCOc1cc(C(C)(C)C)ccc1C1=NC(C)(c2ccc(Cl)cc2)C(C)(c2ccc(Cl)cc2)N1C(=O)Cl, CC(C)(C)NC(=O)CN1CCNCC1. Yields the product CCOc1cc(C(C)(C)C)ccc1C1=NC(C)(c2ccc(Cl)cc2)C(C)(c2ccc(Cl)cc2)N1C(=O)N1CCN(CC(=O)NC(C)(C)C)CC1. RXN SMILES: [C:1]([CH3:2])([CH3:3])([CH3:4])[c:5]1[cH:6][c:7]([O:35][CH2:36][CH3:37])[c:8]([C:11]2=[N:15][C:14]([CH3:16])([c:17]3[cH:18][cH:19][c:20]([Cl:23])[cH:21][cH:22]3)[C:13]([CH3:24])([c:25]3[cH:26][cH:27][c:28]([Cl:31])[cH:29][cH:30]3)[N:12]2[C:32](=[O:33])[Cl:34])[cH:9][cH:10]1.[C:38]([CH3:39])([CH3:40])([CH3:41])[NH:42][C:43]([CH2:44][N:45]1[CH2:46][CH2:47][NH:48][CH2:49][CH2:50]1)=[O:51]>>[C:1]([CH3:2])([CH3:3])([CH3:4])[c:5]1[cH:6][c:7]([O:35][CH2:36][CH3:37])[c:8]([C:11]2=[N:15][C:14]([CH3:16])([c:17]3[cH:18][cH:19][c:20]([Cl:23])[cH:21][cH:22]3)[C:13]([CH3:24])([c:25]3[cH:26][cH:27][c:28]([Cl:31])[cH:29][cH:30]3)[N:12]2[C:32](=[O:33])[N:48]2[CH2:47][CH2:46][N:45]([CH2:44][C:43]([NH:42][C:38]([CH3:39])([CH3:40])[CH3:41])=[O:51])[CH2:50][CH2:49]2)[cH:9][cH:10]1.